Dataset: the Open Reaction Database (ORD), a public repository of structured organic reaction records. Task: describe an organic reaction: reactants, conditions, products, and yield Starting materials: COC(=O)C1CC(NC(=O)OC(C)(C)C)CCC1N1CCC(NC(=O)OCc2ccccc2)C1=O, ClCCl, O=C(O)C(F)(F)F. The product is COC(=O)C1CC(N)CCC1N1CCC(NC(=O)OCc2ccccc2)C1=O. As a reaction SMILES: [CH2:1]([c:2]1[cH:3][cH:4][cH:5][cH:6][cH:7]1)[O:8][C:9](=[O:10])[NH:11][CH:12]1[C:13](=[O:35])[N:14]([CH:17]2[CH:18]([C:31](=[O:32])[O:33][CH3:34])[CH2:19][CH:20]([NH:23][C:24]([O:25][C:26]([CH3:27])([CH3:28])[CH3:29])=[O:30])[CH2:21][CH2:22]2)[CH2:15][CH2:16]1.[Cl:43][CH2:44][Cl:45].[F:36][C:37]([F:38])([F:39])[C:40]([OH:41])=[O:42]>>[CH2:1]([c:2]1[cH:3][cH:4][cH:5][cH:6][cH:7]1)[O:8][C:9](=[O:10])[NH:11][CH:12]1[C:13](=[O:35])[N:14]([CH:17]2[CH:18]([C:31](=[O:32])[O:33][CH3:34])[CH2:19][CH:20]([NH2:23])[CH2:21][CH2:22]2)[CH2:15][CH2:16]1. Reactants: CO, CCCCCCNC(=O)C1=C(C(=O)Nc2cc([SH](CC)CPCC)c(Cl)cc2F)CCCC1, [O-][I+3]([O-])([O-])[O-], [Na+], O. The product is CCCCCCNC(=O)C1=C(C(=O)Nc2cc([SH](=O)(CC)CPCC)c(Cl)cc2F)CCCC1. As a reaction SMILES: [CH3:40][OH:41].[Cl:1][c:2]1[cH:3][c:4]([F:33])[c:5]([NH:15][C:16](=[O:17])[C:18]2=[C:19]([C:24](=[O:25])[NH:26][CH2:27][CH2:28][CH2:29][CH2:30][CH2:31][CH3:32])[CH2:20][CH2:21][CH2:22][CH2:23]2)[cH:6][c:7]1[SH:8]([CH2:9][PH:10][CH2:11][CH3:12])[CH2:13][CH3:14].[I+3:34]([O-:35])([O-:36])([O-:37])[O-:38].[Na+:39].[OH2:42]>>[Cl:1][c:2]1[cH:3][c:4]([F:33])[c:5]([NH:15][C:16](=[O:17])[C:18]2=[C:19]([C:24](=[O:25])[NH:26][CH2:27][CH2:28][CH2:29][CH2:30][CH2:31][CH3:32])[CH2:20][CH2:21][CH2:22][CH2:23]2)[cH:6][c:7]1[SH:8]([CH2:9][PH:10][CH2:11][CH3:12])([CH2:13][CH3:14])=[O:35].